From a dataset of the Open Reaction Database (ORD), a public repository of structured organic reaction records. describe an organic reaction: reactants, conditions, products, and yield Reactants: ClC1=CC=C(OCC2NCCC3=CC(=C(C=C23)OC)O)C=C1 (1-(4-chlorophenoxy)methyl-6-hydroxy-7-methoxy-1,2,3,4-tetrahydroisoquinoline), Br (hydrobromic acid), Br (hydrobromic acid). Solvent: C(C)(=O)O (acetic acid). Reaction conditions: temperature 100 celsius. Yields the product Br.ClC1=CC=C(OCC2NCCC3=CC(=C(C=C23)O)O)C=C1 (1-(4-chlorophenoxy)methyl-6,7-dihydroxy-1,2,3,4-tetrahydroisoquinoline hydrobromide). As a reaction SMILES: [Cl:1][C:2]1[CH:22]=[CH:21][C:5]([O:6][CH2:7][CH:8]2[C:17]3[C:12](=[CH:13][C:14]([OH:20])=[C:15]([O:18]C)[CH:16]=3)[CH2:11][CH2:10][NH:9]2)=[CH:4][CH:3]=1.[BrH:23]>C(O)(=O)C>[BrH:23].[Cl:1][C:2]1[CH:3]=[CH:4][C:5]([O:6][CH2:7][CH:8]2[C:17]3[C:12](=[CH:13][C:14]([OH:20])=[C:15]([OH:18])[CH:16]=3)[CH2:11][CH2:10][NH:9]2)=[CH:21][CH:22]=1 |f:3.4|. Procedure: A mixture of 1-(4-chlorophenoxy)methyl-6-hydroxy-7-methoxy-1,2,3,4-tetrahydroisoquinoline (100 mg), 47% hydrobromic acid (3 ml) and acetic acid (1.5 ml) was heated at 100° C. in an oil bath for 4.5 hours, and to the mixture was further added 47% hydrobromic acid (0.5 ml), and the mixture was continuously heated for 0.5 hour. After the reaction, the solvent was distilled off under reduced pressure. The amorphous residue was dissolved in acetone, and to the solution was added ether, and the mixtur... Reactants: CC1=NOC(=C1CN1N=CC(=C1)N1C(NC(C1=O)(C)C)=O)C (3-(1-((3,5-dimethylisoxazol-4-yl)methyl)-1H-pyrazol-4-yl)-5,5-dimethylimidazolidine-2,4-dione), BrCC1=CC(=CC=C1)OC (1-(bromomethyl)-3-methoxybenzene), 1s. Product: CC1=NOC(=C1CN1N=CC(=C1)N1C(N(C(C1=O)(C)C)CC1=CC(=CC=C1)OC)=O)C (3-(1-((3,5-dimethylisoxazol-4-yl)methyl)-1H-pyrazol-4-yl)-1-(3-methoxybenzyl)-5,5-dimethylimidazolidine-2,4-dione). The yield is 30.0%. RXN SMILES: [CH3:1][C:2]1[C:6]([CH2:7][N:8]2[CH:12]=[C:11]([N:13]3[C:17](=[O:18])[C:16]([CH3:20])([CH3:19])[NH:15][C:14]3=[O:21])[CH:10]=[N:9]2)=[C:5]([CH3:22])[O:4][N:3]=1.Br[CH2:24][C:25]1[CH:30]=[CH:29][CH:28]=[C:27]([O:31][CH3:32])[CH:26]=1>>[CH3:1][C:2]1[C:6]([CH2:7][N:8]2[CH:12]=[C:11]([N:13]3[C:17](=[O:18])[C:16]([CH3:19])([CH3:20])[N:15]([CH2:24][C:25]4[CH:30]=[CH:29][CH:28]=[C:27]([O:31][CH3:32])[CH:26]=4)[C:14]3=[O:21])[CH:10]=[N:9]2)=[C:5]([CH3:22])[O:4][N:3]=1. Procedure details: Prepared as in Example 12-16 from 3-(1-((3,5-dimethylisoxazol-4-yl)methyl)-1H-pyrazol-4-yl)-5,5-dimethylimidazolidine-2,4-dione (Example 12-16a) and 1-(bromomethyl)-3-methoxybenzene. Yield 30%, white solid. 1H NMR (DMSO-d6, 400 MHz): 1s, 6H), 2.16 (s, 3H), 2.42 (s, 3H), 3.74 (s, 3H), 4.53 (s, 2H), 5.20 (s, 2H), 6.83 (m, 1H) 6.96 (m, 2H), 7.25 (t, J=8.0 Hz, 1H), 7.83 (d, J=0.8 Hz, 1H), 8.21 (d, J=0.8 Hz, 1H). mp 107-108° C. MS 424 (MH+). The title compound was shown to inhibit hT2R08 bitter recep... Reactants: C1CCOC1, COC(=O)C(CCN1CCN(S(C)(=O)=O)CC1)c1ccc(Cl)c(Cl)c1, Cl, [Li+], [OH-], O, O. Yields the product CS(=O)(=O)N1CCN(CCC(C(=O)O)c2ccc(Cl)c(Cl)c2)CC1. As a reaction SMILES: [CH2:31]1[O:32][CH2:33][CH2:34][CH2:35]1.[CH3:1][O:2][C:3]([CH:4]([CH2:5][CH2:6][N:7]1[CH2:8][CH2:9][N:10]([S:13](=[O:14])(=[O:15])[CH3:16])[CH2:11][CH2:12]1)[c:17]1[cH:18][c:19]([Cl:24])[c:20]([Cl:23])[cH:21][cH:22]1)=[O:25].[ClH:29].[Li+:27].[OH-:26].[OH2:28].[OH2:30]>>[O:2]=[C:3]([CH:4]([CH2:5][CH2:6][N:7]1[CH2:8][CH2:9][N:10]([S:13](=[O:14])(=[O:15])[CH3:16])[CH2:11][CH2:12]1)[c:17]1[cH:18][c:19]([Cl:24])[c:20]([Cl:23])[cH:21][cH:22]1)[OH:25]. Starting materials: S(=O)(=O)(C)Cl (mesyl chloride), NC1=C(C(=O)OC)C=C(C=C1)C(=O)C1=C(C(=C2C=CC=CN12)NC(C1=CC(=CC=C1)OCCO)=O)C (methyl 2-amino-5-[(1-{[3-(2-hydroxyethoxy)benzoyl]amino}-2-methylindolizin-3-yl)carbonyl]benzoate), O (water). Run in N1=CC=CC=C1 (pyridine). Run at temperature -20 celsius, time 2 hour. Yields the product NC1=C(C(=O)OC)C=C(C=C1)C(=O)C1=C(C(=C2C=CC=CN12)NC(C1=CC(=CC=C1)OCCOS(=O)(=O)C)=O)C (Methyl 2-amino-5-({2-methyl-1-[(3-{2-[(methylsulphonyl)oxy]ethoxy}benzoyl)amino]indoliz in-3-yl}carbonyl)benzoate). The yield is 68.7%. RXN SMILES: [S:1](Cl)([CH3:4])(=[O:3])=[O:2].[NH2:6][C:7]1[CH:16]=[CH:15][C:14]([C:17]([C:19]2[N:27]3[C:22]([CH:23]=[CH:24][CH:25]=[CH:26]3)=[C:21]([NH:28][C:29](=[O:40])[C:30]3[CH:35]=[CH:34][CH:33]=[C:32]([O:36][CH2:37][CH2:38][OH:39])[CH:31]=3)[C:20]=2[CH3:41])=[O:18])=[CH:13][C:8]=1[C:9]([O:11][CH3:12])=[O:10].O>N1C=CC=CC=1>[NH2:6][C:7]1[CH:16]=[CH:15][C:14]([C:17]([C:19]2[N:27]3[C:22]([CH:23]=[CH:24][CH:25]=[CH:26]3)=[C:21]([NH:28][C:29](=[O:40])[C:30]3[CH:35]=[CH:34][CH:33]=[C:32]([O:36][CH2:37][CH2:38][O:39][S:1]([CH3:4])(=[O:3])=[O:2])[CH:31]=3)[C:20]=2[CH3:41])=[O:18])=[CH:13][C:8]=1[C:9]([O:11][CH3:12])=[O:10]. Reported procedure: 59 μl (0.77 mmol) of mesyl chloride are added to the solution of 0.34 g (0.69 mmol) of methyl 2-amino-5-[(1-{[3-(2-hydroxyethoxy)benzoyl]amino}-2-methylindolizin-3-yl)carbonyl]benzoate in 9 ml of pyridine at −20° C. under nitrogen. The reaction mixture is stirred for 2 hours at −20° C. and is then run into 100 ml of water. The precipitate obtained is filtered, washed thoroughly with water and dried under vacuum, to give 268 mg (70%) of a yellow powder. Starting materials: BrC1=C2CC(C(C2=CC(=C1)C)=O)C (4-bromo-2,6-dimethylindan-1-one), C1CCOC1.CO (THF methanol), [BH4-].[Na+] (NaBH4). Run in mixture, hexanes, O (water). Conditions: temperature 0 celsius, time 2 hour. The product is BrC=1C=C(C=C2C=C(CC12)C)C (7-Bromo-2,5-dimethyl-1H-indene). RXN SMILES: [Br:1][C:2]1[CH:10]=[C:9]([CH3:11])[CH:8]=[C:7]2[C:3]=1[CH2:4][CH:5]([CH3:13])[C:6]2=O.C1COCC1.CO.[BH4-].[Na+]>O>[Br:1][C:2]1[CH:10]=[C:9]([CH3:11])[CH:8]=[C:7]2[C:3]=1[CH2:4][C:5]([CH3:13])=[CH:6]2 |f:1.2,3.4|. Procedure details: To a solution of 32.5 g (136 mmol) of 4-bromo-2,6-dimethylindan-1-one in 370 ml of a mixture of THF-methanol (2:1, vol.), 11.8 g (312 mmol) of NaBH4 was added in small portions while vigorously stirring for 2 h at 0° C. This mixture was stirred for 12 h at room temperature and then added to 1000 ml of cold water. The organic layer was separated, the aqueous layer was extracted with 3×300 ml of methyl-tert-butyl ether. The combined organic fractions were dried over K2CO3 and then evaporated to dr... The product is COC=1C=C(C=NNC2=NCCC3=CC=CC=C23)C=C(C1O)OC (1-[2-(3,5-dimethoxy-4-hydroxybenzylidene)hydrazino]-3,4-dihydroisoquinoline). Procedure: In a manner similar to that of Example 4, condensation of 1-hydrazino-3,4-dihydroisoquinoline (10.0 g.) and syringaldehyde (12.5 g.) and treatment of the reaction mixture with hydrochloric acid gave a solid, which was recrystallized from N,N-dimethylformamide-ether, affording 1-[2-(3,5-dimethoxy-4-hydroxybenzylidene)hydrazino]-3,4-dihydroisoquinoline (I: X=3,5-(CH3O)2 -4-HOC6H2, X'=Y=Y'=Z=Z'=H) hydrochloride in two crops (total of 18 g., m.p. 232°-233° C.). RXN SMILES: [NH:1]([C:3]1[C:12]2[C:7](=[CH:8][CH:9]=[CH:10][CH:11]=2)[CH2:6][CH2:5][N:4]=1)[NH2:2].[CH:13](=O)[C:14]1[CH:24]=[C:21]([O:22][CH3:23])[C:19]([OH:20])=[C:16]([O:17][CH3:18])[CH:15]=1.Cl>>[CH3:23][O:22][C:21]1[CH:24]=[C:14]([CH:15]=[C:16]([O:17][CH3:18])[C:19]=1[OH:20])[CH:13]=[N:2][NH:1][C:3]1[C:12]2[C:7](=[CH:8][CH:9]=[CH:10][CH:11]=2)[CH2:6][CH2:5][N:4]=1. Starting materials: N(N)C1=NCCC2=CC=CC=C12 (1-hydrazino-3,4-dihydroisoquinoline), C(C1=CC(OC)=C(O)C(OC)=C1)=O (syringaldehyde), Cl (hydrochloric acid). The reactants are COC=1C=C2CCC(NC2=CC1)C1=CC(=CC=C1)OC (6-methoxy-2-(3-methoxy-phenyl)-1,2,3,4-tetrahydro-quinoline), Cl.ClCC1=CC=C(OCCN2CCCCC2)C=C1 (1-[2-(4-chloromethyl-phenoxy)-ethyl]-piperidine hydrochloride), crude product, phosphazene. The solvent is C1CCOC1 (THF). Reaction conditions: temperature 60 celsius. The product is COC=1C=C2CCC(N(C2=CC1)CC1=CC=C(C=C1)OCCN1CCCCC1)C1=CC(=CC=C1)OC (6-methoxy-2-(3-methoxy-phenyl)-1-[4-(2-piperidin-1-yl-ethoxy)-benzyl]-1,2,3,4-tetrahydro-quinoline). As a reaction SMILES: [CH3:1][O:2][C:3]1[CH:4]=[C:5]2[C:10](=[CH:11][CH:12]=1)[NH:9][CH:8]([C:13]1[CH:18]=[CH:17][CH:16]=[C:15]([O:19][CH3:20])[CH:14]=1)[CH2:7][CH2:6]2.Cl.Cl[CH2:23][C:24]1[CH:38]=[CH:37][C:27]([O:28][CH2:29][CH2:30][N:31]2[CH2:36][CH2:35][CH2:34][CH2:33][CH2:32]2)=[CH:26][CH:25]=1>C1COCC1>[CH3:1][O:2][C:3]1[CH:4]=[C:5]2[C:10](=[CH:11][CH:12]=1)[N:9]([CH2:23][C:24]1[CH:25]=[CH:26][C:27]([O:28][CH2:29][CH2:30][N:31]3[CH2:36][CH2:35][CH2:34][CH2:33][CH2:32]3)=[CH:37][CH:38]=1)[CH:8]([C:13]1[CH:18]=[CH:17][CH:16]=[C:15]([O:19][CH3:20])[CH:14]=1)[CH2:7][CH2:6]2 |f:1.2|. Reported procedure: To a solution of 6-methoxy-2-(3-methoxy-phenyl)-1,2,3,4-tetrahydro-quinoline (20 mg, 0.074 mmol) in THF (1.5 mL) at room temperature is added 1-[2-(4-chloromethyl-phenoxy)-ethyl]-piperidine hydrochloride (PCT Int. Appl. Publ. No. WO 99/19293) (43 mg, 0.149 mmol) followed by phosphazene P1 base (150 mg). The mixture is then heated to 60° C. for 18 h. The crude product is then loaded on a silica gel column and is eluted with 0–100% EtOAc/hexanes to yield 6-methoxy-2-(3-methoxy-phenyl)-1-[4-(2-pipe... The reactants are O=C(c1ncc[nH]1)c1ncc[nH]1, CCOc1cc(C(CC(=O)O)N2C(=O)c3ccccc3C2=O)ccc1OC, Cl, NO, C1CCOC1. Yields the product CCOc1cc(C(CC(=O)NO)N2C(=O)c3ccccc3C2=O)ccc1OC. As a reaction SMILES: [C:28]([c:29]1[nH:30][cH:31][cH:32][n:33]1)([c:34]1[nH:35][cH:36][cH:37][n:38]1)=[O:39].[CH2:1]([CH3:2])[O:3][c:4]1[cH:5][c:6]([CH:12]([CH2:13][C:14](=[O:15])[OH:16])[N:17]2[C:18](=[O:27])[c:19]3[c:20]([cH:23][cH:24][cH:25][cH:26]3)[C:21]2=[O:22])[cH:7][cH:8][c:9]1[O:10][CH3:11].[ClH:40].[NH2:41][OH:42].[O:43]1[CH2:44][CH2:45][CH2:46][CH2:47]1>>[CH2:1]([CH3:2])[O:3][c:4]1[cH:5][c:6]([CH:12]([CH2:13][C:14](=[O:15])[NH:41][OH:42])[N:17]2[C:18](=[O:27])[c:19]3[c:20]([cH:23][cH:24][cH:25][cH:26]3)[C:21]2=[O:22])[cH:7][cH:8][c:9]1[O:10][CH3:11]. The solvent is C(Cl)(Cl)Cl (chloroform). RXN SMILES: S(Cl)([Cl:3])=O.[CH3:5][S:6][C:7]1[CH:12]=[CH:11][C:10]([CH2:13]O)=[CH:9][N:8]=1>C(Cl)(Cl)Cl>[ClH:3].[CH3:5][S:6][C:7]1[CH:12]=[CH:11][C:10]([CH2:13][Cl:3])=[CH:9][N:8]=1 |f:3.4|. Product: Cl.CSC1=NC=C(C=C1)CCl (2-methylthio-5-chloromethyl pyridine hydrochloride). The reactants are S(=O)(Cl)Cl (Thionylchloride), CSC1=NC=C(C=C1)CO (2-methylthiopyridine-5-methanol). The yield is 152.9%. Procedure: Thionylchloride (7.7 g) was added to 2-methylthiopyridine-5-methanol (7.8 g) (from the above referential example 1c) in chloroform (30 ml) at room temperature. After stirring for some time, the volatile matter was distilled off under reduced pressure to give 2-methylthio-5-chloromethyl pyridine hydrochloride (10.4 g) stoichiometrically (m.p. 127°~130° C.) ##STR28## The compounds synthesized the same way as in the above referential examples 1a, 1b, 1c are exemplified below. Method of referential ... Starting materials: FC(C(=O)O)(F)F.NCCCCC/C=C/C(=O)O (8-Amino-2E-octenoic acid trifluoroacetate salt), [N+](=O)(O)[O-].CC1=NN(C(=C1)C)C(=N)N (3,5-dimethylpyrazole-1-carboxamidine nitrate). Solvent: O1CCOCC1 (dioxane), O (water), C(C)(C)N(C(C)C)CC (N,N-diisopropylethylamine). Conditions: time 20 hour. Yields the product N(C(=N)N)CCCCC/C=C/C(=O)O (8-Guanidino-2E-octenoic acid). Isolated yield 84.3%. Reaction SMILES: FC(F)(F)C(O)=O.[NH2:8][CH2:9][CH2:10][CH2:11][CH2:12][CH2:13]/[CH:14]=[CH:15]/[C:16]([OH:18])=[O:17].[N+]([O-])(O)=O.CC1C=C(C)[N:26]([C:30](N)=[NH:31])N=1>O1CCOCC1.O.C(N(CC)C(C)C)(C)C>[NH:8]([CH2:9][CH2:10][CH2:11][CH2:12][CH2:13]/[CH:14]=[CH:15]/[C:16]([OH:18])=[O:17])[C:30]([NH2:31])=[NH:26] |f:0.1,2.3|. Procedure details: A suspension of 21 g (77.4 mmoles) of (10) and 31.1 g (155 mmoles) 3,5-dimethylpyrazole-1-carboxamidine nitrate in 50 mL dioxane, 2 mL water and 47.2 mL N,N-diisopropylethylamine was warmed on a steam bath until a clear solution was obtained. After stirring 20 h at room temperature, the solid was filtered and washed well with water to provide 13 g of crude title compound (11).